Dataset: the Open Reaction Database (ORD), a public repository of structured organic reaction records. Task: describe an organic reaction: reactants, conditions, products, and yield Reactants: CC(C)CBr, O=C([O-])[O-], CC#N, [K+], [K+], CC(=O)c1ccccc1O. The product is CC(=O)c1ccccc1OCC(C)C. Reaction SMILES: [Br:11][CH2:12][CH:13]([CH3:14])[CH3:15].[C:16](=[O:17])([O-:18])[O-:19].[CH3:22][C:23]#[N:24].[K+:20].[K+:21].[OH:1][c:2]1[c:3]([C:8]([CH3:9])=[O:10])[cH:4][cH:5][cH:6][cH:7]1>>[O:1]([c:2]1[c:3]([C:8]([CH3:9])=[O:10])[cH:4][cH:5][cH:6][cH:7]1)[CH2:12][CH:13]([CH3:14])[CH3:15]. The reactants are FC1(OC2=C(O1)C=CC(=C2)C2(CC2)C(=O)NC=2N=C(C1=CC=CC=C1C2)C=2C=C(C(=O)O)C=CC2)F (3-(3-(1-(2,2-difluorobenzo[d][1,3]dioxol-5-yl)cyclopropanecarboxamido)isoquinolin-1-yl)benzoic acid), S(=O)(Cl)Cl (thionyl chloride), CN(C=O)C (N,N-dimethyl formamide). Run in ClCCl (dichloromethane). Run at time 30 minute. The product is FC1(OC2=C(O1)C=CC(=C2)C2(CC2)C(=O)NC=2N=C(C1=CC=CC=C1C2)C=2C=C(C(=O)Cl)C=CC2)F (3-(3-(1-(2,2-difluorobenzo[d][1,3]dioxol-5-yl)cyclopropanecarboxamido)isoquinolin-1-yl)benzoyl chloride). Reaction SMILES: [F:1][C:2]1([F:36])[O:6][C:5]2[CH:7]=[CH:8][C:9]([C:11]3([C:14]([NH:16][C:17]4[N:18]=[C:19]([C:27]5[CH:28]=[C:29]([CH:33]=[CH:34][CH:35]=5)[C:30](O)=[O:31])[C:20]5[C:25]([CH:26]=4)=[CH:24][CH:23]=[CH:22][CH:21]=5)=[O:15])[CH2:13][CH2:12]3)=[CH:10][C:4]=2[O:3]1.S(Cl)([Cl:39])=O.CN(C)C=O>ClCCl>[F:1][C:2]1([F:36])[O:6][C:5]2[CH:7]=[CH:8][C:9]([C:11]3([C:14]([NH:16][C:17]4[N:18]=[C:19]([C:27]5[CH:28]=[C:29]([CH:33]=[CH:34][CH:35]=5)[C:30]([Cl:39])=[O:31])[C:20]5[C:25]([CH:26]=4)=[CH:24][CH:23]=[CH:22][CH:21]=5)=[O:15])[CH2:13][CH2:12]3)=[CH:10][C:4]=2[O:3]1. Procedure: To 3-(3-(1-(2,2-difluorobenzo[d][1,3]dioxol-5-yl)cyclopropanecarboxamido)isoquinolin-1-yl)benzoic acid (1.26 g, 2.58 mmol) in dichloromethane (5 mL) was added thionyl chloride (922 mg, 564 μL, 7.75 mmol) and N,N-dimethyl formamide (20 μL). The reaction mixture was stirred at room temperature for 30 minutes before it was evaporated to dryness to yield 3-(3-(1-(2,2-difluorobenzo[d][1,3]dioxol-5-yl)cyclopropanecarboxamido)isoquinolin-1-yl)benzoyl chloride as a yellow solid. Starting materials: OO (hydrogen peroxide), C(N)(=O)NC(CCC(=O)O)=O (N-carbamoylsuccinamic acid), O (water). Solvent: CS(=O)(=O)O (methanesulfonic acid). Conditions: temperature 15 celsius, time 10 minute. Product: C(N)(=O)NC(CCC(=O)OO)=O (N-Carbamoylperoxysuccinamic acid). Reaction SMILES: [C:1]([NH:4][C:5](=[O:11])[CH2:6][CH2:7][C:8]([OH:10])=[O:9])(=[O:3])[NH2:2].[OH:12]O.O>CS(O)(=O)=O>[C:1]([NH:4][C:5](=[O:11])[CH2:6][CH2:7][C:8]([O:10][OH:12])=[O:9])(=[O:3])[NH2:2]. Procedure: 80 g (0.5 mol) of N-carbamoylsuccinamic acid are dissolved in 160 g of methanesulfonic acid and the solution is cooled to 15° C. 60 g (1.5 mol) of hydrogen peroxide (85% strength by weight) are added dropwise with cooling at such a rate that the internal temperature can be maintained between 15° and 20° C. The reaction mixture is stirred at 20° C. for 10 minutes, then cooled to 10° C. and admixed with water added dropwise with cooling. The precipitated peroxycarboxylic acid is filtered off with ... Starting materials: CC(C)(C)OC(=O)N1CCCC1COc1ccc(C(O)c2ccccc2)cn1, CC(=O)O, CCOC(C)=O, CO, [Na+], [OH-]. The product is CC(C)(C)OC(=O)N1CCCC1COc1ccc(Cc2ccccc2)cn1. As a reaction SMILES: [C:1]([CH3:2])([CH3:3])([CH3:4])[O:5][C:6](=[O:7])[N:8]1[CH:9]([CH2:13][O:14][c:15]2[n:16][cH:17][c:18]([CH:21]([c:22]3[cH:23][cH:24][cH:25][cH:26][cH:27]3)[OH:28])[cH:19][cH:20]2)[CH2:10][CH2:11][CH2:12]1.[C:39]([OH:40])(=[O:41])[CH3:42].[CH3:31][CH2:32][O:33][C:34]([CH3:35])=[O:36].[CH3:37][OH:38].[Na+:30].[OH-:29]>>[C:1]([CH3:2])([CH3:3])([CH3:4])[O:5][C:6](=[O:7])[N:8]1[CH:9]([CH2:13][O:14][c:15]2[n:16][cH:17][c:18]([CH2:21][c:22]3[cH:23][cH:24][cH:25][cH:26][cH:27]3)[cH:19][cH:20]2)[CH2:10][CH2:11][CH2:12]1. Yields the product COc1cccc(OC)c1C(O)(CC=NC(C)(C)C)c1ccccc1. As a reaction SMILES: [CH2:45]1[O:46][CH2:47][CH2:48][CH2:49]1.[CH2:8]([Li:9])[CH2:10][CH2:11][CH3:12].[CH3:13][CH2:14][CH2:15][CH2:16][CH2:17][CH3:18].[CH3:26][O:27][c:28]1[c:29]([C:30](=[O:31])[c:32]2[cH:33][cH:34][cH:35][cH:36][cH:37]2)[c:38]([O:42][CH3:43])[cH:39][cH:40][cH:41]1.[CH:19]([CH3:20])=[N:21][C:22]([CH3:23])([CH3:24])[CH3:25].[CH:1]([NH:2][CH:3]([CH3:4])[CH3:5])([CH3:6])[CH3:7].[OH2:44]>>[CH:19]([CH2:20][C:30]([c:29]1[c:28]([O:27][CH3:26])[cH:41][cH:40][cH:39][c:38]1[O:42][CH3:43])([OH:31])[c:32]1[cH:33][cH:34][cH:35][cH:36][cH:37]1)=[N:21][C:22]([CH3:23])([CH3:24])[CH3:25]. Starting materials: C1CCOC1, [Li]CCCC, CCCCCC, COc1cccc(OC)c1C(=O)c1ccccc1, CC=NC(C)(C)C, CC(C)NC(C)C, O. Reaction SMILES: I[C:2]1[CH:7]=[CH:6][CH:5]=[C:4](I)[CH:3]=1.[C:9](=[O:12])([O-])[O-].[K+].[K+]>[Pd].[Br-].C([N+](CCCC)(CCCC)CCCC)CCC.C1(C)C=CC=CC=1.C(O)C.O>[CH3:9][O:12][C:2]1[CH:7]=[CH:6][C:5]([C:2]2[CH:7]=[CH:6][CH:5]=[C:4]([C:2]3[CH:7]=[CH:6][C:5]([O:12][CH3:9])=[CH:4][CH:3]=3)[CH:3]=2)=[CH:4][CH:3]=1 |f:1.2.3,5.6,7.8.9|. Starting materials: IC1=CC(=CC=C1)I (1,3-diiodobenzene), C([O-])([O-])=O.[K+].[K+] (potassium carbonate). Isolated yield 277.3%. The reagents and catalysts are [Pd] (palladium on carbon), [Br-].C(CCC)[N+](CCCC)(CCCC)CCCC (tetrabutylammonium bromide). Run in C1(=CC=CC=C1)C.C(C)O.O (toluene ethanol water). Reaction conditions: time 15 hour. The product is COC1=CC=C(C=C1)C1=CC(=CC=C1)C1=CC=C(C=C1)OC (4,4″-dimethoxy-(1,1′:3′,1″)-terphenyl). Reported procedure: A mixture of a mixed solvent (toluene/ethanol/water=5/5/1; 1,600 ml), the compound (T-6) (75.9 g, 499.4 mmol), 1,3-diiodobenzene (75.0 g, 227.3 mmol), 5% palladium on carbon (3.75 g), potassium carbonate (94.1 g, 681.0 mmol) and tetrabutylammonium bromide (18.29 g, 56.7 mmol) was refluxed with stirring for 15 hours under an atmosphere of nitrogen. The resulting reaction mixture was cooled to room temperature, and deposits were collected by filtration. The deposits were recrystallized from a mixe... Reactants: OC(CCCl)c1ccccc1, Oc1ccnc2ccsc12. Product: ClCCC(Oc1ccnc2ccsc12)c1ccccc1. RXN SMILES: [Cl:1][CH2:2][CH2:3][CH:4]([OH:5])[c:6]1[cH:7][cH:8][cH:9][cH:10][cH:11]1.[s:12]1[cH:13][cH:14][c:15]2[n:16][cH:17][cH:18][c:19]([OH:21])[c:20]12>>[Cl:1][CH2:2][CH2:3][CH:4]([O:5][c:19]1[cH:18][cH:17][n:16][c:15]2[cH:14][cH:13][s:12][c:20]21)[c:6]1[cH:7][cH:8][cH:9][cH:10][cH:11]1.